This data is from the Open Reaction Database (ORD), a public repository of structured organic reaction records. The task is: describe an organic reaction: reactants, conditions, products, and yield The reactants are ClCCl, CCOCC, CCOC(=O)C(=NOC1CC1)C1(C)OCCO1, O=C(O)C(F)(F)F. Product: CCOC(=O)C(=NOC1CC1)C(C)=O. RXN SMILES: [CH2:25]([Cl:26])[Cl:27].[CH3:28][CH2:29][O:30][CH2:31][CH3:32].[CH:1]1([O:4][N:5]=[C:6]([C:7](=[O:8])[O:9][CH2:10][CH3:11])[C:12]2([CH3:13])[O:14][CH2:17][CH2:16][O:15]2)[CH2:2][CH2:3]1.[OH:18][C:19]([C:20]([F:21])([F:22])[F:23])=[O:24]>>[CH:1]1([O:4][N:5]=[C:6]([C:7](=[O:8])[O:9][CH2:10][CH3:11])[C:12]([CH3:13])=[O:14])[CH2:2][CH2:3]1. Starting materials: C1(=CC=CC=C1)C=1C(=NC=2N(C1)N=CC2)C2=CC=C(C=O)C=C2 (4-(6-phenylpyrazolo[1,5-a]pyrimidin-5-yl)benzaldehyde), N1CCC(CC1)N1N=CC=2C1=NC=NC2N (1-piperidine-4-yl-1H-pyrazolo[3,4-d]pyrimidin-4-ylamine), N1CCC(CC1)N1N=CC=2C1=NC=NC2N (1-piperidine-4-yl-1H-pyrazolo[3,4-d]pyrimidin-4-ylamine), [BH-](OC(=O)C)(OC(=O)C)OC(=O)C.[Na+] (NaBH(OAc)3), [BH-](OC(=O)C)(OC(=O)C)OC(=O)C.[Na+] (NaBH(OAc)3). Conditions: time 8 hour. Yields the product C1(=CC=CC=C1)C=1C(=NC=2N(C1)N=CC2)C2=CC=C(CN1CCC(CC1)N1N=CC=3C1=NC=NC3N)C=C2 (1-{1-[4-(6-phenyl-pyrazolo[1,5-a]pyrimidin-5-yl)-benzyl]-piperidin-4-yl}-1H-pyrazolo[3,4-d]pyrimidin-4-ylamine). The yield is 25.6%. RXN SMILES: [C:1]1([C:7]2[C:8]([C:16]3[CH:23]=[CH:22][C:19]([CH:20]=O)=[CH:18][CH:17]=3)=[N:9][C:10]3[N:11]([N:13]=[CH:14][CH:15]=3)[CH:12]=2)[CH:6]=[CH:5][CH:4]=[CH:3][CH:2]=1.[NH:24]1[CH2:29][CH2:28][CH:27]([N:30]2[C:34]3=[N:35][CH:36]=[N:37][C:38]([NH2:39])=[C:33]3[CH:32]=[N:31]2)[CH2:26][CH2:25]1.[BH-](OC(C)=O)(OC(C)=O)OC(C)=O.[Na+]>>[C:1]1([C:7]2[C:8]([C:16]3[CH:23]=[CH:22][C:19]([CH2:20][N:24]4[CH2:29][CH2:28][CH:27]([N:30]5[C:34]6=[N:35][CH:36]=[N:37][C:38]([NH2:39])=[C:33]6[CH:32]=[N:31]5)[CH2:26][CH2:25]4)=[CH:18][CH:17]=3)=[N:9][C:10]3[N:11]([N:13]=[CH:14][CH:15]=3)[CH:12]=2)[CH:6]=[CH:5][CH:4]=[CH:3][CH:2]=1 |f:2.3|. Reported procedure: 250 mg (0.84 mmol) 4-(6-phenylpyrazolo[1,5-a]pyrimidin-5-yl)benzaldehyde and 257 mg (1 mmol) 1-piperidine-4-yl-1H-pyrazolo[3,4-d]pyrimidin-4-ylamine were treated as previously described. Additional NaBH(OAc)3 has been added after one, two and three hours (two equivalents each). After a further stirring at room temperature additional 26 mg 1-piperidine-4-yl-1H-pyrazolo[3,4-d]pyrimidin-4-ylamine and two equivalents NaBH(OAc)3 were added. After stirring overnight and two further additions of NaBH(O... Reactants: O=C(O)C(c1ccccc1)c1ccccc1, NCc1ccccc1C(F)(F)F. The reagents and catalysts are C1CCC(CC1)N=C=NC2CCCCC2 (DCC), CCN(C(C)C)C(C)C (DIPEA), C1CC(=O)N(C1=O)O (N-Hydroxysuccinimide). The solvent is CN(C)C=O (DMF), CN(C)C=O (DMF), CN(C)C=O (DMF), CN(C)C=O (DMF), CN(C)C=O (DMF), CN(C)C=O (DMF). Reaction conditions: temperature 25 celsius, time 2 hour. Yields the product O=C(NCc1ccccc1C(F)(F)F)C(c1ccccc1)c1ccccc1. The yield is 81.9%. Reaction SMILES: NCc1ccccc1C(F)(F)F.O=C(O)C(c1ccccc1)c1ccccc1.C1CCC(CC1)N=C=NC2CCCCC2.C1CC(=O)N(C1=O)O.CCN(C(C)C)C(C)C.CN(C)C=O>>O=C(NCc1ccccc1C(F)(F)F)C(c1ccccc1)c1ccccc1.